Dataset: the Open Reaction Database (ORD), a public repository of structured organic reaction records. Task: describe an organic reaction: reactants, conditions, products, and yield Starting materials: Cl (hydrochloric acid), [BH4-].[Na+] (Sodium borohydride), C(C)(C)(C)OC(C(C(CCC1=CC=C(C=C1)C1=CC=CC=C1)=O)C)=O (5-biphenyl-4-yl-2-methyl-3-oxo-pentanoic acid tert-butyl ester), C(C)(C)(C)OC(C(C(CCC1=CC=C(C=C1)C1=CC=CC=C1)=O)C)=O (5-biphenyl-4-yl-2-methyl-3-oxo-pentanoic acid tert-butyl ester). The solvent is CO (methanol). The product is C(C)(C)(C)OC(C(C(CCC1=CC=C(C=C1)C1=CC=CC=C1)O)C)=O (5-Biphenyl-4-yl-3-hydroxy-2-methyl-pentanoic acid tert-butyl ester). Yield: 95.7%. As a reaction SMILES: [BH4-].[Na+].[C:3]([O:7][C:8](=[O:27])[CH:9]([CH3:26])[C:10](=[O:25])[CH2:11][CH2:12][C:13]1[CH:18]=[CH:17][C:16]([C:19]2[CH:24]=[CH:23][CH:22]=[CH:21][CH:20]=2)=[CH:15][CH:14]=1)([CH3:6])([CH3:5])[CH3:4].Cl>CO>[C:3]([O:7][C:8](=[O:27])[CH:9]([CH3:26])[CH:10]([OH:25])[CH2:11][CH2:12][C:13]1[CH:14]=[CH:15][C:16]([C:19]2[CH:24]=[CH:23][CH:22]=[CH:21][CH:20]=2)=[CH:17][CH:18]=1)([CH3:6])([CH3:4])[CH3:5] |f:0.1|. Procedure: Sodium borohydride (17 mg, 0.44 mmol) was added to a stirred solution of 5-biphenyl-4-yl-2-methyl-3-oxo-pentanoic acid tert-butyl ester (Intermediate 6, 135 mg, 0.399 mmol) in methanol (3 mL) at 0° C. under nitrogen. After stirring for 1 hour 1 M hydrochloric acid (5 mL) was added and the crude reaction mixture extracted with diethyl ether (3×5 mL). The organic phases were combined, washed with brine (5 mL) and dried (MgSO4). The volatiles were removed by evaporation under reduced pressure to gi... Starting materials: CC(=O)O, Cc1cc2nc(NC(=O)NC3CCCCC3)cnc2n1COCC[Si](C)(C)C, Cl, NCCN, O. The product is Cc1cc2nc(NC(=O)NC3CCCCC3)cnc2[nH]1. RXN SMILES: [C:35]([OH:36])(=[O:37])[CH3:38].[CH:1]1([NH:7][C:8](=[O:9])[NH:10][c:11]2[n:12][c:13]3[c:14]([n:15][cH:16]2)[n:17]([CH2:21][O:22][CH2:23][CH2:24][Si:25]([CH3:26])([CH3:27])[CH3:28])[c:18]([CH3:20])[cH:19]3)[CH2:2][CH2:3][CH2:4][CH2:5][CH2:6]1.[ClH:34].[NH2:30][CH2:31][CH2:32][NH2:33].[OH2:29]>>[CH:1]1([NH:7][C:8](=[O:9])[NH:10][c:11]2[n:12][c:13]3[c:14]([n:15][cH:16]2)[nH:17][c:18]([CH3:20])[cH:19]3)[CH2:2][CH2:3][CH2:4][CH2:5][CH2:6]1. Reactants: CCO, CC(=O)[O-], Cl, NO, [Na+], O=C1CCN2C(=O)OCc3cccc1c32, O. Yields the product O=C1OCc2cccc3c2N1CCC3=NO. RXN SMILES: [CH2:25]([OH:26])[CH3:27].[CH3:20][C:21](=[O:22])[O-:23].[ClH:16].[NH2:17][OH:18].[Na+:19].[O:1]=[C:2]1[N:3]2[c:4]3[c:5]([cH:8][cH:9][cH:10][c:11]3[C:12](=[O:15])[CH2:13][CH2:14]2)[CH2:6][O:7]1.[OH2:24]>>[O:1]=[C:2]1[N:3]2[c:4]3[c:5]([cH:8][cH:9][cH:10][c:11]3[C:12](=[N:17][OH:18])[CH2:13][CH2:14]2)[CH2:6][O:7]1. Starting materials: CN, CCO, O=C1c2ccccc2C(=O)N1Cc1noc(-c2ncn3c2C2CCN2C(=O)c2cc(F)ccc2-3)n1. Product: NCc1noc(-c2ncn3c2C2CCN2C(=O)c2cc(F)ccc2-3)n1. RXN SMILES: [CH3:36][NH2:37].[CH3:38][CH2:39][OH:40].[F:1][c:2]1[cH:3][cH:4][c:5]2[c:6]([cH:35]1)[C:7](=[O:34])[N:8]1[CH:9]([c:10]3[n:11]-2[cH:12][n:13][c:14]3-[c:15]2[n:16][c:17]([CH2:20][N:21]3[C:22](=[O:23])[c:24]4[cH:25][cH:26][cH:27][cH:28][c:29]4[C:30]3=[O:31])[n:18][o:19]2)[CH2:32][CH2:33]1>>[F:1][c:2]1[cH:3][cH:4][c:5]2[c:6]([cH:35]1)[C:7](=[O:34])[N:8]1[CH:9]([c:10]3[n:11]-2[cH:12][n:13][c:14]3-[c:15]2[n:16][c:17]([CH2:20][NH2:21])[n:18][o:19]2)[CH2:32][CH2:33]1. The reactants are FC(C(O)OC)(C1=CC=C(C=C1)F)F (2,2-difluoro-2-(4-fluorophenyl)-1-methoxyethanol), C1(=CC=CC=C1)C (toluene), C[Si](C)(C)[N-][Si](C)(C)C.[K+] (potassium bis(trimethylsilyl)amide), [I-].C(C)(C)(C)OC(=O)N1CCC(CC1)C[P+](C1=CC=CC=C1)(C1=CC=CC=C1)C1=CC=CC=C1 (((1-(t-Butoxycarbonyl)piperidin-4-yl)methyl)triphenylphosphonium iodide). The solvent is C1CCOC1 (THF), C1CCOC1 (THF). Conditions: time 30 minute. Product: C(C)(C)(C)OC(=O)N1CCC(CC1)C=CC(C1=CC=C(C=C1)F)(F)F (1-(t-Butoxycarbonyl)-4-(3,3-difluoro-3-(4-fluorophenyl)prop-1-en-1-yl)piperidine). The yield is 71.6%. RXN SMILES: [I-].[C:2]([O:6][C:7]([N:9]1[CH2:14][CH2:13][CH:12]([CH2:15][P+](C2C=CC=CC=2)(C2C=CC=CC=2)C2C=CC=CC=2)[CH2:11][CH2:10]1)=[O:8])([CH3:5])([CH3:4])[CH3:3].C1(C)C=CC=CC=1.C[Si]([N-][Si](C)(C)C)(C)C.[K+].[F:52][C:53]([F:65])([C:58]1[CH:63]=[CH:62][C:61]([F:64])=[CH:60][CH:59]=1)[CH:54](OC)O>C1COCC1>[C:2]([O:6][C:7]([N:9]1[CH2:10][CH2:11][CH:12]([CH:15]=[CH:54][C:53]([F:65])([F:52])[C:58]2[CH:59]=[CH:60][C:61]([F:64])=[CH:62][CH:63]=2)[CH2:13][CH2:14]1)=[O:8])([CH3:3])([CH3:4])[CH3:5] |f:0.1,3.4|. Procedure: A suspension of ((1-(t-butoxycarbonyl)piperidin-4-yl)methyl)triphenylphosphonium iodide (500 mg, 0,92 mmol) from Step C in THF (7.2 mL) was stirred at rt for 30 min. A 0.5 M toluene solution of potassium bis(trimethylsilyl)amide (1.8 mL, 0.90 mmol) was added over 3 min., giving an orange suspension. After 30 min., crude 2,2-difluoro-2-(4-fluorophenyl)-1-methoxyethanol (95 mg, 0.46 mmol) was added in THF (1.0 mL). After an additional 30 min, the mixture was quenched by the addition of saturated a... Reactants: N1=CC=C(C=C1)C=CC=1C=C(C=NC1Cl)OC[C@@H]1N(CCC1)C(=O)OC(C)(C)C (5-(2-(4-pyridinyl)vinyl)-6-chloro-3-(1-BOC-2-(R)-pyrrolidinylmethoxy)pyridine), C=O (formalin). Run in C(=O)O (formic acid). Reaction conditions: temperature 100 celsius. Product: Cl.Cl.N1=CC=C(C=C1)C=CC=1C=C(C=NC1Cl)OC[C@@H]1N(CCC1)C (5-(2-(4-pyridinyl)vinyl)-6-chloro-3-(1-methyl-2-(R)-pyrrolidinylmethoxy)pyridine dihydrochloride). Isolated yield 135.3%. Reaction SMILES: [N:1]1[CH:6]=[CH:5][C:4]([CH:7]=[CH:8][C:9]2[CH:10]=[C:11]([O:16][CH2:17][C@H:18]3[CH2:22][CH2:21][CH2:20][N:19]3[C:23](OC(C)(C)C)=O)[CH:12]=[N:13][C:14]=2[Cl:15])=[CH:3][CH:2]=1.C=O>C(O)=O>[ClH:15].[ClH:15].[N:1]1[CH:6]=[CH:5][C:4]([CH:7]=[CH:8][C:9]2[CH:10]=[C:11]([O:16][CH2:17][C@H:18]3[CH2:22][CH2:21][CH2:20][N:19]3[CH3:23])[CH:12]=[N:13][C:14]=2[Cl:15])=[CH:3][CH:2]=1 |f:3.4.5|. Procedure details: To 5-(2-(4-pyridinyl)vinyl)-6-chloro-3-(1-BOC-2-(R)-pyrrolidinylmethoxy)pyridine from Example 81a (760 mg, 1.8 mmol) was added formalin (37%, 20 mL) and formic acid (10 mL), and the mixture was heated at 100° C. for 1 hours. The solvent was concentrated, and saturated aqueous NaHCO3 was added to the residue. At pH 8 the mixture was extracted with methylene chloride, which was dried over MgSO4 and concentrated. The residue was chromatographed on a silica gel column, eluting with methylene chlorid... Reactants: COC=1C=C2C(=C(NC2=CC1)C)CC(=O)OC (Methyl (5-methoxy-2-methyl-1H-indol-3-yl)acetate), [H-].[Na+] (NaH), oil, ClCC1=CC=C(C=C1)SC (4-chloromethylthioanisole). Solvent: CN(C)C=O (DMF), CN(C)C=O (DMF). Run at time 5 minute. Yields the product COC=1C=C2C(=C(N(C2=CC1)CC1=CC=C(C=C1)SC)C)CC(=O)OC (Methyl (5-methoxy-2-methyl-1-(4-methylthiobenzyl)indol-3-yl]acetate). Isolated yield 48.6%. As a reaction SMILES: [CH3:1][O:2][C:3]1[CH:4]=[C:5]2[C:9](=[CH:10][CH:11]=1)[NH:8][C:7]([CH3:12])=[C:6]2[CH2:13][C:14]([O:16][CH3:17])=[O:15].[H-].[Na+].Cl[CH2:21][C:22]1[CH:27]=[CH:26][C:25]([S:28][CH3:29])=[CH:24][CH:23]=1>CN(C=O)C>[CH3:1][O:2][C:3]1[CH:4]=[C:5]2[C:9](=[CH:10][CH:11]=1)[N:8]([CH2:21][C:22]1[CH:27]=[CH:26][C:25]([S:28][CH3:29])=[CH:24][CH:23]=1)[C:7]([CH3:12])=[C:6]2[CH2:13][C:14]([O:16][CH3:17])=[O:15] |f:1.2|. Procedure details: To the indole of Example 7, Step 1, (1.00 g, 4.29 mmol) in DMF (15.0 mL) at 0° C. were added NaH 60% in oil (188 mg, 4.72 mmol) and a solution of 4-chloromethylthioanisole (810 mg, 4.7 mmol) in DMF (5.0 mL). After a period of 5 min at r.t., the reaction was quenched by the addition of 25% aqueous solution of NH4OAc. The reaction was extracted with EtOAc, dried over Na2SO4, evaporated in vacuo and purified by flash chromatography (20% EtOAc in hexane) to provide the title compound (770 mg). Starting materials: [Br-], C1CCOC1, CC[Mg+], COc1ccc(Cn2cc(C(=O)N(C)OC)cn2)cc1. The product is CCC(=O)c1cnn(Cc2ccc(OC)cc2)c1. RXN SMILES: [Br-:1].[CH2:25]1[O:26][CH2:27][CH2:28][CH2:29]1.[CH2:2]([CH3:3])[Mg+:4].[CH3:5][O:6][N:7]([C:8](=[O:9])[c:10]1[cH:11][n:12][n:13]([CH2:15][c:16]2[cH:17][cH:18][c:19]([O:22][CH3:23])[cH:20][cH:21]2)[cH:14]1)[CH3:24]>>[CH2:2]([CH3:3])[C:8](=[O:9])[c:10]1[cH:11][n:12][n:13]([CH2:15][c:16]2[cH:17][cH:18][c:19]([O:22][CH3:23])[cH:20][cH:21]2)[cH:14]1.